This data is from the Open Reaction Database (ORD), a public repository of structured organic reaction records. The task is: describe an organic reaction: reactants, conditions, products, and yield Starting materials: ice water, NC1=CC=NN1C1=NN(C(=C1Cl)OC(F)F)C (5-Amino-1-(4-chloro-5-difluoromethoxy-1-methyl-3-pyrazolyl)pyrazole), [N+](=O)(O)[O-] (nitric acid), C(C)(=O)OC(C)=O (acetic anhydride). Run in C(C)(=O)O (acetic acid). Reaction conditions: time 2 hour. Product: ClC=1C(=NN(C1OC(F)F)C)N1N=CC(=C1NC(C)=O)[N+](=O)[O-] (N-[1-(4-Chloro-5-difluoromethoxy-1-methyl-3-pyrazolyl)-4-nitro-5-pyrazolyl]acetamide). RXN SMILES: [NH2:1][C:2]1[N:6]([C:7]2[C:11]([Cl:12])=[C:10]([O:13][CH:14]([F:16])[F:15])[N:9]([CH3:17])[N:8]=2)[N:5]=[CH:4][CH:3]=1.[C:18]([O:21]C(=O)C)(=O)[CH3:19].[N+:25]([O-])([OH:27])=[O:26]>C(O)(=O)C>[Cl:12][C:11]1[C:7]([N:6]2[C:2]([NH:1][C:18](=[O:21])[CH3:19])=[C:3]([N+:25]([O-:27])=[O:26])[CH:4]=[N:5]2)=[N:8][N:9]([CH3:17])[C:10]=1[O:13][CH:14]([F:15])[F:16]. Reported procedure: 1.3 g (5.0 mmol) 5-Amino-1-(4-chloro-5-difluoromethoxy-1-methyl-3-pyrazolyl)pyrazole was dissolved in 20 ml acetic acid and treated with 0.55 g (5.4 mmol) acetic anhydride. After stirring for 2 hours at room temperature the reaction solution was cooled to 0° C. and 0.4 g (6.4 mmol) concentrated nitric acid added. After stirring for 8 hours at room temperature, the reaction mixture was poured into ice water and extracted with ethyl acetate. The organic phase was dried over magnesium sulfate and c... Starting materials: CCO, CO, [Cl-], ClCCl, O=Cc1ccc(-c2cccc(C(F)(F)F)c2)o1, [NH4+], O=C(O)C1CCCC(N2C(=O)CSC2=S)C1. Product: O=C(O)C1CCCC(N2C(=O)C(=Cc3ccc(-c4cccc(C(F)(F)F)c4)o3)SC2=S)C1. Reaction SMILES: [CH3:34][CH2:35][OH:36].[CH3:37][OH:38].[Cl-:42].[Cl:39][CH2:40][Cl:41].[F:17][C:18]([c:19]1[cH:20][c:21](-[c:25]2[cH:26][cH:27][c:28]([CH:30]=[O:31])[o:29]2)[cH:22][cH:23][cH:24]1)([F:32])[F:33].[NH4+:43].[O:1]=[C:2]1[N:3]([CH:8]2[CH2:9][CH:10]([C:14](=[O:15])[OH:16])[CH2:11][CH2:12][CH2:13]2)[C:4](=[S:7])[S:5][CH2:6]1>>[O:1]=[C:2]1[N:3]([CH:8]2[CH2:9][CH:10]([C:14](=[O:15])[OH:16])[CH2:11][CH2:12][CH2:13]2)[C:4](=[S:7])[S:5][C:6]1=[CH:30][c:28]1[cH:27][cH:26][c:25](-[c:21]2[cH:20][c:19]([C:18]([F:17])([F:32])[F:33])[cH:24][cH:23][cH:22]2)[o:29]1. Reactants: CCOC(=O)c1cc2cccc(CC#N)c2[nH]1, C1CCOC1, CCO, Cl, [Li+], [OH-], O, O. Product: N#CCc1cccc2cc(C(=O)O)[nH]c12. Reaction SMILES: [CH2:1]([CH3:2])[O:3][C:4](=[O:5])[c:6]1[nH:7][c:8]2[c:9]([CH2:15][C:16]#[N:17])[cH:10][cH:11][cH:12][c:13]2[cH:14]1.[CH2:22]1[O:23][CH2:24][CH2:25][CH2:26]1.[CH3:27][CH2:28][OH:29].[ClH:21].[Li+:19].[OH-:18].[OH2:20].[OH2:30]>>[O:3]=[C:4]([OH:5])[c:6]1[nH:7][c:8]2[c:9]([CH2:15][C:16]#[N:17])[cH:10][cH:11][cH:12][c:13]2[cH:14]1. The reactants are CC(C)CC=C1CCC(=O)CC1, CCOC(C)=O, Cl, NCCC(=O)OCc1ccccc1, C1COCCO1, O, O=C(O)CS. Product: CC(C)CC=C1CCC2(CC1)SCC(=O)N2CCC(=O)OCc1ccccc1. RXN SMILES: [CH3:1][CH:2]([CH2:3][CH:4]=[C:5]1[CH2:6][CH2:7][C:8](=[O:11])[CH2:9][CH2:10]1)[CH3:12].[CH3:32][CH2:33][O:34][C:35](=[O:36])[CH3:37].[ClH:31].[NH2:13][CH2:14][CH2:15][C:16](=[O:17])[O:18][CH2:19][c:20]1[cH:21][cH:22][cH:23][cH:24][cH:25]1.[O:39]1[CH2:40][CH2:41][O:42][CH2:43][CH2:44]1.[OH2:38].[SH:26][CH2:27][C:28](=[O:29])[OH:30]>>[CH3:1][CH:2]([CH2:3][CH:4]=[C:5]1[CH2:6][CH2:7][C:8]2([CH2:9][CH2:10]1)[N:13]([CH2:14][CH2:15][C:16](=[O:17])[O:18][CH2:19][c:20]1[cH:21][cH:22][cH:23][cH:24][cH:25]1)[C:28](=[O:29])[CH2:27][S:26]2)[CH3:12]. The reactants are C(C)(=O)[O-] (acetate), C(C)(=O)[O-] (acetate), P(=O)(O)(O)[O-].[Na+] (Sodium dihydrogen phosphate), P(=O)(O)(O)[O-].[Na+] (sodium dihydrogen phosphate), C(C)(=O)[O-] (acetate). Run in O (water). Conditions: time 11 day. Yields the product P(=O)(O)(O)[O-].[Na+].C(C)(=O)[O-].[Na+] (Sodium Dihydrogen Phosphate Sodium Acetate). Reaction SMILES: [C:1]([O-:4])(=[O:3])[CH3:2].[P:5]([O-:9])([OH:8])([OH:7])=[O:6].[Na+:10]>O>[P:5]([O-:9])([OH:8])([OH:7])=[O:6].[Na+:10].[C:1]([O-:4])(=[O:3])[CH3:2].[Na+:10] |f:1.2,4.5.6.7|. Reported procedure: Batch crystallization was performed by admixing around 300 μL of the protein solution with an equal amount of crystallization solution in a 1.5 mL Eppendorff reaction tube. 300 μL of a particular crystallization solution was prepared by admixing acetate buffer, sodium dihydrogen phosphate stock solution and Milli Q water. In this example, the acetate buffer molarity was 0.1 M, and the acetate buffer pH was around 4.1. Sodium dihydrogen phosphate molarity was around 1.5 M, 1.8 M, 2.1 M and 2.4 M,... Reactants: O=C(OOC(=O)c1ccccc1)c1ccccc1, ClC(Cl)(Cl)Cl, CCc1cccc2cccnc12, O=C1CCC(=O)N1Br. Product: CC(Br)c1cccc2cccnc12. Reaction SMILES: [C:21]([O:22][O:23][C:24](=[O:25])[c:26]1[cH:27][cH:28][cH:29][cH:30][cH:31]1)(=[O:32])[c:33]1[cH:34][cH:35][cH:36][cH:37][cH:38]1.[C:39]([Cl:40])([Cl:41])([Cl:42])[Cl:43].[CH2:1]([CH3:2])[c:3]1[cH:4][cH:5][cH:6][c:7]2[cH:8][cH:9][cH:10][n:11][c:12]12.[O:13]=[C:14]1[N:15]([Br:20])[C:16](=[O:17])[CH2:18][CH2:19]1>>[CH:1]([CH3:2])([c:3]1[cH:4][cH:5][cH:6][c:7]2[cH:8][cH:9][cH:10][n:11][c:12]12)[Br:20]. Reactants: CC(C)(C)N(C(=O)[O-])C1CCN(c2ccc([N+](=O)[O-])cc2)C1, ClCCl, O=C(O)C(F)(F)F. Product: O=C(O)C(F)(F)F, NC1CCN(c2ccc([N+](=O)[O-])cc2)C1. As a reaction SMILES: [C:1]([N:5]([C:2](=[O:3])[O-:4])[CH:9]1[CH2:10][N:11]([c:14]2[cH:15][cH:16][c:17]([N+:20](=[O:21])[O-:22])[cH:18][cH:19]2)[CH2:12][CH2:13]1)([CH3:6])([CH3:7])[CH3:8].[Cl:30][CH2:31][Cl:32].[F:23][C:24]([C:25](=[O:26])[OH:27])([F:28])[F:29]>>[F:23][C:24]([C:25](=[O:26])[OH:27])([F:28])[F:29].[NH2:5][CH:9]1[CH2:10][N:11]([c:14]2[cH:15][cH:16][c:17]([N+:20](=[O:21])[O-:22])[cH:18][cH:19]2)[CH2:12][CH2:13]1. The reactants are ClC=1C(=NC=CN1)C1(CN(CCC1)C)O (3-(3-Chloropyrazinyl)-1-methyl-3-piperidinol), S(=O)(Cl)Cl (thionyl chloride), [H-].[Na+] (NaH), C(CCCC)S (pentanethiol). Solvent: C1CCOC1 (THF). Run at time 1 hour. Yields the product Cl.C(CCCC)SC=1C(=NC=CN1)C=1CN(CCC1)C (3-(3-Pentylthiopyrazinyl)-1,2,5,6-tetrahydro-1-methylpyridine hydrochloride). The yield is 19.0%. RXN SMILES: [Cl:1][C:2]1[C:3]([C:8]2(O)[CH2:13][CH2:12][CH2:11][N:10]([CH3:14])[CH2:9]2)=[N:4][CH:5]=[CH:6][N:7]=1.S(Cl)(Cl)=O.[H-].[Na+].[CH2:22]([SH:27])[CH2:23][CH2:24][CH2:25][CH3:26]>C1COCC1>[ClH:1].[CH2:22]([S:27][C:2]1[C:3]([C:8]2[CH2:9][N:10]([CH3:14])[CH2:11][CH2:12][CH:13]=2)=[N:4][CH:5]=[CH:6][N:7]=1)[CH2:23][CH2:24][CH2:25][CH3:26] |f:2.3,6.7|. Procedure: A mixture of 1 g (0.0044 mol) of (1) and 7 ml of thionyl chloride was stirred 1 h, the excess thionyl chloride was evaporated, and the residue was treated with ice-water. The solution was made basic with 5 N NaOH and the mixture extracted 3× with 25 ml of CH2Cl2. The solvent was evaporated from the dried extracts, the residue was dissolved in 10 ml of THF, and the solution was added to a suspension of sodium hexylthiolate in THF prepared from 0.18 g (0.0078 mol) NaH, 2 ml (0.016 mol) pentanethio... The reactants are Cl (Hydrogen chloride), C(C)(C)(C)N1CC(CC1)O (1-t-butyl-3-pyrrolidinol), S(=O)(Cl)Cl (thionyl chloride). The solvent is C(Cl)(Cl)Cl (chloroform). The product is ClC1CN(CC1)C(C)(C)C (3-Chloro-1-t-butylpyrrolidine). The yield is 63.1%. As a reaction SMILES: Cl.[C:2]([N:6]1[CH2:10][CH2:9][CH:8](O)[CH2:7]1)([CH3:5])([CH3:4])[CH3:3].S(Cl)([Cl:14])=O>C(Cl)(Cl)Cl>[Cl:14][CH:8]1[CH2:9][CH2:10][N:6]([C:2]([CH3:5])([CH3:4])[CH3:3])[CH2:7]1. Procedure details: Hydrogen chloride gas was bubbled into a solution of 1-t-butyl-3-pyrrolidinol (146 g, 1.02 mol) in chloroform (1.01) until the reaction mixture became acidic. A solution of thionyl chloride (1.55 g, 1.3 mol) was added dropwise with warming. After the addition was completed, the reaction mixture was stirred at reflux temperature for 18 h. The chloroform and excess thionyl chloride was removed on a rotary evaporator. Cracked ice and water was added to the residue and the mixture basified with 25% ...